Dataset: the Open Reaction Database (ORD), a public repository of structured organic reaction records. Task: describe an organic reaction: reactants, conditions, products, and yield Yields the product CCOC(=O)c1cc2c(C)cccc2n1CCC(=O)OC(C)(C)C. As a reaction SMILES: [C:16]([CH:17]=[CH2:18])(=[O:19])[O:20][C:21]([CH3:22])([CH3:23])[CH3:24].[CH2:26]([N+:27]([CH3:28])([CH3:29])[CH3:30])[c:31]1[cH:32][cH:33][cH:34][cH:35][cH:36]1.[CH2:37]1[O:38][CH2:39][CH2:40][O:41][CH2:42]1.[CH3:1][c:2]1[c:3]2[cH:4][c:5]([C:11](=[O:12])[O:13][CH2:14][CH3:15])[nH:6][c:7]2[cH:8][cH:9][cH:10]1.[OH-:25]>>[CH3:1][c:2]1[c:3]2[cH:4][c:5]([C:11](=[O:12])[O:13][CH2:14][CH3:15])[n:6]([CH2:18][CH2:17][C:16](=[O:19])[O:20][C:21]([CH3:22])([CH3:23])[CH3:24])[c:7]2[cH:8][cH:9][cH:10]1. The reactants are C=CC(=O)OC(C)(C)C, C[N+](C)(C)Cc1ccccc1, C1COCCO1, CCOC(=O)c1cc2c(C)cccc2[nH]1, [OH-].